This data is from the Open Reaction Database (ORD), a public repository of structured organic reaction records. The task is: describe an organic reaction: reactants, conditions, products, and yield Reactants: NC(CC(C(=O)OCC)C)C1=C(C=CC=C1F)OCC (ethyl 4-amino-4-(2-ethoxy-6-fluorophenyl)-2-methylbutanoate), ClC=1N=C(SC1)C=1C=C(C=O)C=CC1 (3-(4-chlorothiazol-2-yl)benzaldehyde). The product is ClC=1N=C(SC1)C=1C=C(CN2C(C(CC2C2=C(C=CC=C2F)OCC)C)=O)C=CC1 (1-(3-(4-chlorothiazol-2-yl)benzyl)-5-(2-ethoxy-6-fluorophenyl)-3-methylpyrrolidin-2-one). Reaction SMILES: [NH2:1][CH:2]([C:11]1[C:16]([F:17])=[CH:15][CH:14]=[CH:13][C:12]=1[O:18][CH2:19][CH3:20])[CH2:3][CH:4]([CH3:10])[C:5]([O:7]CC)=O.[Cl:21][C:22]1[N:23]=[C:24]([C:27]2[CH:28]=[C:29]([CH:32]=[CH:33][CH:34]=2)[CH:30]=O)[S:25][CH:26]=1>>[Cl:21][C:22]1[N:23]=[C:24]([C:27]2[CH:28]=[C:29]([CH:32]=[CH:33][CH:34]=2)[CH2:30][N:1]2[CH:2]([C:11]3[C:16]([F:17])=[CH:15][CH:14]=[CH:13][C:12]=3[O:18][CH2:19][CH3:20])[CH2:3][CH:4]([CH3:10])[C:5]2=[O:7])[S:25][CH:26]=1. Reported procedure: Prepared according to the described general procedure 2 (GP2) by reaction of ethyl 4-amino-4-(2-ethoxy-6-fluorophenyl)-2-methylbutanoate with 3-(4-chlorothiazol-2-yl)benzaldehyde. Subsequent purification by preparative HPLC afforded the target compound. LC-MS (conditions A): tR=0.97 min.; [M+H]+: 444.95 g/mol.